Dataset: the Open Reaction Database (ORD), a public repository of structured organic reaction records. Task: describe an organic reaction: reactants, conditions, products, and yield The reactants are CN (Methylamine), BrC=1C=C(C(=NC1)C(=O)OC)CBr (Methyl 5-bromo-3-(bromomethyl)picolinate). The solvent is O1CCCC1 (tetrahydrofuran). Conditions: temperature 70 celsius, time 30 minute. Product: BrC=1C=C2C(=NC1)C(N(C2)C)=O (3-Bromo-6-methyl-5H-pyrrolo[3,4-b]pyridin-7(6H)-one). Reaction SMILES: [CH3:1][NH2:2].[Br:3][C:4]1[CH:5]=[C:6]([CH2:14]Br)[C:7]([C:10](OC)=[O:11])=[N:8][CH:9]=1>O1CCCC1>[Br:3][C:4]1[CH:5]=[C:6]2[CH2:14][N:2]([CH3:1])[C:10](=[O:11])[C:7]2=[N:8][CH:9]=1. Procedure: Methylamine (2M in THF, 9.05 mL) was added to methyl 5-bromo-3-(bromomethyl)picolinate (Example 32, step (i), 1.036 g) in tetrahydrofuran (5 mL) at 20° C. under nitrogen. The resulting suspension was stirred at 70° C. for 30 min. The reaction mixture was cooled and filtered, and the filtrate evaporated to dryness to afford crude product. The crude product was purified by chromatography on silica eluting with ethyl acetate/dichloromethane (5:95 to 100:0). The solid collected during the filtration... Starting materials: C(C1=CC=CC=C1)N1C=CC2=C(C=CC=C12)C1=CC=C(C=C1)C(F)(F)F (1-benzyl-4-[4-(trifluoromethyl)phenyl]-1H-indole), C(C(=O)Cl)(=O)Cl (oxalyl chloride), C(C)O (ethanol). The product is C(C1=CC=CC=C1)N1C=C(C2=C(C=CC=C12)C1=CC=C(C=C1)C(F)(F)F)C(C(=O)OCC)=O (Ethyl {1-benzyl-4-[4-(trifluoromethyl)phenyl]-1H-indol-3-yl}(oxo)acetate). The yield is 19.0%. Reaction SMILES: [CH2:1]([N:8]1[C:16]2[C:11](=[C:12]([C:17]3[CH:22]=[CH:21][C:20]([C:23]([F:26])([F:25])[F:24])=[CH:19][CH:18]=3)[CH:13]=[CH:14][CH:15]=2)[CH:10]=[CH:9]1)[C:2]1[CH:7]=[CH:6][CH:5]=[CH:4][CH:3]=1.[C:27](Cl)(=[O:31])[C:28](Cl)=[O:29].[CH2:33]([OH:35])[CH3:34]>>[CH2:1]([N:8]1[C:16]2[C:11](=[C:12]([C:17]3[CH:18]=[CH:19][C:20]([C:23]([F:26])([F:24])[F:25])=[CH:21][CH:22]=3)[CH:13]=[CH:14][CH:15]=2)[C:10]([C:27](=[O:31])[C:28]([O:35][CH2:33][CH3:34])=[O:29])=[CH:9]1)[C:2]1[CH:3]=[CH:4][CH:5]=[CH:6][CH:7]=1. Procedure details: Ethyl {1-benzyl-4-[4-(trifluoromethyl)phenyl]-1H-indol-3-yl}(oxo)acetate was prepared from 1-benzyl-4-[4-(trifluoromethyl)phenyl]-1H-indole (0.257 g, 0.731 mmol), oxalyl chloride (2.2 mL, 26 mmol), and ethanol (6 mL) according to the procedure described in Step 3 of Example 1. Purification by HPLC using 3% ethanol in hexane as the mobile phase afforded the title compound as a hard yellow gum (0.064 g, 19%). 1HNMR (200 MHz, DMSO-d6): δ 8.7 (s, 1H), 7.7 (d, 3H, J=7.7 Hz), 7.15-7.5 (m, 9H), 5.65 (s... Reactants: asparagine amine, C1=CC=C2C(=C1)C=CC(=N2)C(=O)O (2-quinaldic acid), C(CCl)Cl (EDC), C=1C=CC2=C(C1)N=NN2O (HOBt). The solvent is CN(C)C=O (DMF), CN(C)C=O (DMF). Run at temperature 0 celsius, time 2 hour. Product: N1=CC=CC2=CC=CC=C12 (quinoline). Isolated yield 319.5%. Reaction SMILES: [CH:1]1[CH:6]=[C:5]2[CH:7]=[CH:8][C:9](C(O)=O)=[N:10][C:4]2=[CH:3][CH:2]=1.C1C=CC2N(O)N=NC=2C=1.C(Cl)CCl>CN(C=O)C>[N:10]1[C:4]2[C:5](=[CH:6][CH:1]=[CH:2][CH:3]=2)[CH:7]=[CH:8][CH:9]=1. Reported procedure: A 100 ml RBF equipped with magnetic stir bar and N2 inlet was charged with 356 mg (2.06 mmol, 1 eq) 2-quinaldic acid in 10 ml dry DMF. The solution was cooled to 0° C. and 415 mg (3.07 mmol, 1.5 eq) HOBt was added followed by 415 mg EDC (2.16 mmol, 1.05 eq). The reaction was stirred 2 hours at 0° C. when 1.1 g (2.06 mmol, 1 eq) of free asparagine amine in 10 ml dry DMF was added. The reaction was stirred at 0° C. for 2 hours then room temperature overnight. The reaction was poured into sat. bica... Conditions: time 1.5 hour. Reported procedure: 1.62 g (3.60 mmol, 1.0 eq.) of 1-amino-2-[(2,6-difluorobenzyl)oxy]-4-methylpyridinium 2,4,6-trimethylbenzenesulphonate from Example 2A were dissolved in 36 ml of DMF, and 0.84 ml (7.19 mmol, 2.0 eq.) of ethyl but-2-ynoate [CAS No: 4341-76-8] were added. 0.994 g (7.19 mmol, 2.0 eq.) of potassium carbonate was added and the mixture was stirred at RT for 1.5 h. Subsequently, the mixture was poured onto 150 ml of water and stirred briefly, and the precipitated solids were filtered off, washed with w... Starting materials: O (water), CC1=C(C(=CC(=C1)C)C)S(=O)(=O)[O-].N[N+]1=C(C=C(C=C1)C)OCC1=C(C=CC=C1F)F (1-Amino-2-[(2,6-difluorobenzyl)oxy]-4-methylpyridinium 2,4,6-trimethylbenzenesulphonate), C([O-])([O-])=O.[K+].[K+] (potassium carbonate), C(C#CC)(=O)OCC (ethyl but-2-ynoate). Product: FC1=C(COC2=CC(=CC=3N2N=C(C3C(=O)OCC)C)C)C(=CC=C1)F (Ethyl 7-[(2,6-difluorobenzyl)oxy]-2,5-dimethylpyrazolo[1,5-a]pyridine-3-carboxylate). Solvent: CN(C)C=O (DMF). Reaction SMILES: CC1C=C(C)C=C(C)C=1S([O-])(=O)=O.[NH2:14][N+:15]1[CH:20]=[CH:19][C:18]([CH3:21])=[CH:17][C:16]=1[O:22][CH2:23][C:24]1[C:29]([F:30])=[CH:28][CH:27]=[CH:26][C:25]=1[F:31].[C:32]([O:37][CH2:38][CH3:39])(=[O:36])[C:33]#[C:34][CH3:35].C(=O)([O-])[O-].[K+].[K+].O>CN(C=O)C>[F:30][C:29]1[CH:28]=[CH:27][CH:26]=[C:25]([F:31])[C:24]=1[CH2:23][O:22][C:16]1[N:15]2[N:14]=[C:34]([CH3:35])[C:33]([C:32]([O:37][CH2:38][CH3:39])=[O:36])=[C:20]2[CH:19]=[C:18]([CH3:21])[CH:17]=1 |f:0.1,3.4.5|. Isolated yield 33.9%. The reactants are CNC(C)(C)C (N-methyl-tert-butylamine), C(C)(C)N(CC)C(C)C (diisopropylethylamine), CNC(C)(C)C (N-methyl-tert-butylamine), ClC=1OC=2C(N1)=C(C(=C(C2F)C2=CC=CC=C2)C)C#N (2-Chloro-7-fluoro-5-methyl-6-phenyl-1,3-benzoxazole-4-cabonitrile). Run in ClCCl (dichloromethane), ClCCl (dichloromethane). The product is C(C)(C)(C)N(C)C=1OC=2C(N1)=C(C(=C(C2F)C2=CC=CC=C2)C)C#N (2-(N-tert-Butyl-N-methylamino)-7-fluoro-5-methyl-6-phenyl-1,3-benzoxazole-4-carbonitrile). The yield is 92.9%. Reaction SMILES: Cl[C:2]1[O:3][C:4]2[C:5](=[C:7]([C:19]#[N:20])[C:8]([CH3:18])=[C:9]([C:12]3[CH:17]=[CH:16][CH:15]=[CH:14][CH:13]=3)[C:10]=2[F:11])[N:6]=1.C(N(C(C)C)CC)(C)C.[CH3:30][NH:31][C:32]([CH3:35])([CH3:34])[CH3:33]>ClCCl>[C:32]([N:31]([C:2]1[O:3][C:4]2[C:5](=[C:7]([C:19]#[N:20])[C:8]([CH3:18])=[C:9]([C:12]3[CH:17]=[CH:16][CH:15]=[CH:14][CH:13]=3)[C:10]=2[F:11])[N:6]=1)[CH3:30])([CH3:35])([CH3:34])[CH3:33]. Reported procedure: 2-Chloro-7-fluoro-5-methyl-6-phenyl-1,3-benzoxazole-4-cabonitrile (I-130) (0.20 g, 0.70 mmol) was dissolved in dichloromethane (10 ml), and diisopropylethylamine (0.15 ml, 0.88 mmol) and N-methyl-tert-butylamine (0.10 ml, 0.84 mmol) were added. After heating under reflux for 3 hours, N-methyl-tert-butylamine (50.0 μl, 0.42 mmol) was added, followed by heating under reflux for 2 hours. This was diluted with dichloromethane, washed with water, and dried over anhydrous sodium sulfate. The solvent w...